Dataset: the Open Reaction Database (ORD), a public repository of structured organic reaction records. Task: describe an organic reaction: reactants, conditions, products, and yield Procedure details: Adenosine-5'-triphosohate: ATP disodium salt (A 7699) was purchased from Sigma Chemical Company Ltd., Poole, Dorset U.K. Brain Heart Infusion Broth (BHI)--Unipath Ltd. was used to grow the inoculum. Serial dilutions of broth culture were made using 0.1M potassium phosphate buffer (pH 7). Reaction SMILES: [CH:1]1[N:6]=[C:5]([NH2:7])[C:4]2[N:8]=[CH:9][N:10]([C@@H:11]3[O:15][C@H:14]([CH2:16][O:17][P:18]([O:21][P:22]([O:25][P:26]([O-:29])([OH:28])=[O:27])([O-:24])=[O:23])([OH:20])=[O:19])[C@@H:13]([OH:30])[C@H:12]3[OH:31])[C:3]=2[N:2]=1.[Na+].[Na+].P([O-])([O-])([O-])=O.[K+].[K+].[K+]>>[P:18]([O:17][CH2:16][C@H:14]1[O:15][C@@H:11]([N:10]2[C:3]3[N:2]=[CH:1][N:6]=[C:5]([NH2:7])[C:4]=3[N:8]=[CH:9]2)[C@H:12]([OH:31])[C@@H:13]1[OH:30])([O:21][P:22]([O:25][P:26]([OH:28])([OH:29])=[O:27])([OH:24])=[O:23])(=[O:19])[OH:20] |f:0.1.2,3.4.5.6|. Reactants: Adenosine-5'-triphosohate, C1=NC2=C(C(=N1)N)N=CN2[C@H]3[C@@H]([C@@H]([C@H](O3)COP(=O)(O)OP(=O)([O-])OP(=O)(O)[O-])O)O.[Na+].[Na+] (ATP disodium salt), P(=O)([O-])([O-])[O-].[K+].[K+].[K+] (potassium phosphate). The product is P(O)(=O)(OP(=O)(O)OP(=O)(O)O)OC[C@@H]1[C@H]([C@H]([C@@H](O1)N1C=NC=2C(N)=NC=NC12)O)O (ATP). Reactants: COC=1C=C(C=CC1OC)C=1NC2=CC=CC=C2C1CCN (2-[2-(3,4-dimethoxyphenyl)-1H-indol-3-yl]-ethylamine), N1C=NC2=C1C=CC(=C2)C=CCO (3-(1H-benzoimidazol-5-yl)-prop-2-en-1-ol), C(C)(C)N(CC)C(C)C (diisopropylethylamine), CS(=O)(=O)OS(=O)(=O)C (methanesulfonic anhydride). Reagents/catalysts: [Br-].C(CCC)[N+](CCCC)(CCCC)CCCC (tetrabutylammonium bromide). Solvent: C(Cl)Cl (methylene chloride), CN(C=O)C (N,N-dimethylformamide), C(Cl)Cl (methylene chloride). Conditions: time 1 hour. Yields the product COC=1C=C(C=CC1OC)C=1NC2=CC=CC=C2C1CCNCC=CC1=CC2=C(N(C=N2)S(=O)(=O)C)C=C1 ({2-[2-(3,4-dimethoxyphenyl)-1H-indol-3-yl]-ethyl}-[3-(1-methanesulfonyl-1H-benzoimidazol-5-yl)-allyl]amine). RXN SMILES: [NH:1]1[C:5]2[CH:6]=[CH:7][C:8]([CH:10]=[CH:11][CH2:12]O)=[CH:9][C:4]=2[N:3]=[CH:2]1.C(N(C(C)C)CC)(C)C.[CH3:23][S:24]([O:27]S(C)(=O)=O)(=O)=[O:25].[CH3:32][O:33][C:34]1[CH:35]=[C:36]([C:42]2[NH:43][C:44]3[C:49]([C:50]=2[CH2:51][CH2:52][NH2:53])=[CH:48][CH:47]=[CH:46][CH:45]=3)[CH:37]=[CH:38][C:39]=1[O:40][CH3:41]>C(Cl)Cl.[Br-].C([N+](CCCC)(CCCC)CCCC)CCC.CN(C)C=O>[CH3:32][O:33][C:34]1[CH:35]=[C:36]([C:42]2[NH:43][C:44]3[C:49]([C:50]=2[CH2:51][CH2:52][NH:53][CH2:12][CH:11]=[CH:10][C:8]2[CH:7]=[CH:6][C:5]4[N:1]([S:24]([CH3:23])(=[O:27])=[O:25])[CH:2]=[N:3][C:4]=4[CH:9]=2)=[CH:48][CH:47]=[CH:46][CH:45]=3)[CH:37]=[CH:38][C:39]=1[O:40][CH3:41] |f:5.6|. Reported procedure: To a solution of 3-(1H-benzoimidazol-5-yl)-prop-2-en-1-ol (44 mg in a mixture of 2 mL methylene chloride and 0.1 mL N,N-dimethylformaminde) at 0° C. was added sequentially 346 mg of tetrabutylammonium bromide, 0.110 mL diisopropylethylamine, and 100 mg methanesulfonic anhydride and the mixture allowed to warm to room temperature. After 1 hour, this mixture was added to a solution of 2-[2-(3,4-dimethoxyphenyl)-1H-indol-3-yl]-ethylamine (300 mg in a mixture of 6 mL methylene chloride and 1.5 mL N,...